This data is from the Open Reaction Database (ORD), a public repository of structured organic reaction records. The task is: describe an organic reaction: reactants, conditions, products, and yield The reactants are CC(C)(C)OC(=O)N(C(=O)OC(C)(C)C)N(C(=O)OC(C)(C)C)c1nc(Cl)nc(Cl)c1F, CC1(N2CCCC2)CNC1, CCN(C(C)C)C(C)C, Cl, Cl, CN(C)C=O. Product: CC(C)(C)OC(=O)N(C(=O)OC(C)(C)C)N(C(=O)OC(C)(C)C)c1nc(Cl)nc(N2CC(C)(N3CCCC3)C2)c1F. As a reaction SMILES: [CH3:22][C:23]([CH3:24])([CH3:25])[O:26][C:27](=[O:28])[N:29]([N:30]([C:31](=[O:32])[O:33][C:34]([CH3:35])([CH3:36])[CH3:37])[c:38]1[n:39][c:40]([Cl:46])[n:41][c:42]([Cl:45])[c:43]1[F:44])[C:47](=[O:48])[O:49][C:50]([CH3:51])([CH3:52])[CH3:53].[CH3:3][C:4]1([N:8]2[CH2:9][CH2:10][CH2:11][CH2:12]2)[CH2:5][NH:6][CH2:7]1.[CH:13]([N:14]([CH2:15][CH3:16])[CH:17]([CH3:18])[CH3:19])([CH3:20])[CH3:21].[ClH:1].[ClH:2].[O:54]=[CH:55][N:56]([CH3:57])[CH3:58]>>[CH3:3][C:4]1([N:8]2[CH2:9][CH2:10][CH2:11][CH2:12]2)[CH2:5][N:6]([c:42]2[n:41][c:40]([Cl:46])[n:39][c:38]([N:30]([N:29]([C:27]([O:26][C:23]([CH3:22])([CH3:24])[CH3:25])=[O:28])[C:47](=[O:48])[O:49][C:50]([CH3:51])([CH3:52])[CH3:53])[C:31](=[O:32])[O:33][C:34]([CH3:35])([CH3:36])[CH3:37])[c:43]2[F:44])[CH2:7]1. Starting materials: [Al+3], CCOC(=O)c1cc(-c2ccc(OC)cc2)n[nH]1, [H-], [H-], [H-], [H-], [Li+], [Na+], C1CCOC1, [OH-]. Yields the product COc1ccc(-c2cc(CO)[nH]n2)cc1. RXN SMILES: [Al+3:2].[CH3:7][O:8][c:9]1[cH:10][cH:11][c:12](-[c:15]2[cH:16][c:17]([C:20](=[O:21])[O:22][CH2:23][CH3:24])[nH:18][n:19]2)[cH:13][cH:14]1.[H-:1].[H-:4].[H-:5].[H-:6].[Li+:3].[Na+:26].[O:27]1[CH2:28][CH2:29][CH2:30][CH2:31]1.[OH-:25]>>[CH3:7][O:8][c:9]1[cH:10][cH:11][c:12](-[c:15]2[cH:16][c:17]([CH2:20][OH:21])[nH:18][n:19]2)[cH:13][cH:14]1. Starting materials: C(C)OC(=O)N1CC2C(C3=C(C2C1)SC(=C3)Br)C (5-Bromo-7-methyl-3,3a,7,7a-tetrahydro-1H-4-thia-2-aza-cyclopenta[α]pentalene-2-carboxylic acid ethyl ester), solution, C[Zn]C (dimethylzinc), C1(=CC=CC=C1)C (toluene). The reagents and catalysts are C1=CC=C(C=C1)P([C-]2C=CC=C2)C3=CC=CC=C3.C1=CC=C(C=C1)P([C-]2C=CC=C2)C3=CC=CC=C3.Cl[Pd]Cl.[Fe+2] (Pd(dppf)2Cl2). Solvent: O1CCOCC1 (dioxane). Reaction conditions: temperature 22 celsius. Product: C(C)OC(=O)N1CC2C(C3=C(C2C1)SC(=C3)C)C (5,7-Dimethyl-3,3a,7,7a-tetrahydro-1H-4-thia-2-aza-cyclopenta[α]pentalene-2-carboxylic acid ethyl ester). Yield: 95.0%. As a reaction SMILES: [CH2:1]([O:3][C:4]([N:6]1[CH2:13][CH:12]2[CH:8]([CH:9]([CH3:18])[C:10]3[CH:16]=[C:15](Br)[S:14][C:11]=32)[CH2:7]1)=[O:5])[CH3:2].[CH3:19][Zn]C.C1(C)C=CC=CC=1>O1CCOCC1.C1C=CC(P(C2C=CC=CC=2)[C-]2C=CC=C2)=CC=1.C1C=CC(P(C2C=CC=CC=2)[C-]2C=CC=C2)=CC=1.Cl[Pd]Cl.[Fe+2]>[CH2:1]([O:3][C:4]([N:6]1[CH2:13][CH:12]2[CH:8]([CH:9]([CH3:18])[C:10]3[CH:16]=[C:15]([CH3:19])[S:14][C:11]=32)[CH2:7]1)=[O:5])[CH3:2] |f:4.5.6.7|. Reported procedure: A solution of the product from step j) (284 mg, 0.86 mmol) in dioxane (4.3 ml) was treated with Pd(dppf)2Cl2 (42 mg, 0.051 mmol) and a 2M solution of dimethylzinc in toluene (0.86 ml, 1.72 mmol) at 102° C. for 1 hour. The reaction was cooled to 22° C. and carefully quenched with sat. NH4Cl (3 ml). After the effervescence subsided, the reaction was extracted with EtOAc (3×50 ml). The combined organic layers were dried (MgSO4) passed through a plug of silica-gel eluting with 50:50 hexanes:EtOAc to... The reactants are C(C)(C)(C)OC(NCC1CN(C1)C(=O)C1=C(SC2=NC=CC=C21)NC2=C(C=C(C=C2)I)F)=O ((1-{2-[(2-Fluoro-4-iodophenyl)amino]thieno[2,3-b]pyridine-3-carbonyl}azetidin-3-ylmethyl)carbamic acid tert-butyl ester), FC(C(=O)O)(F)F (trifluoroacetic acid), C([O-])([O-])=O.[Na+].[Na+] (sodium carbonate). The solvent is O (water), C(Cl)Cl (DCM). Run at time 1 hour. Product: NCC1CN(C1)C(=O)C1=C(SC2=NC=CC=C21)NC2=C(C=C(C=C2)I)F ([3-(Aminomethyl)azetidin-1-yl]-{2-[(2-fluoro-4-iodophenyl)amino]thieno[2,3-b]pyridin-3-yl}-methanone). RXN SMILES: C(OC(=O)[NH:7][CH2:8][CH:9]1[CH2:12][N:11]([C:13]([C:15]2[C:23]3[C:18](=[N:19][CH:20]=[CH:21][CH:22]=3)[S:17][C:16]=2[NH:24][C:25]2[CH:30]=[CH:29][C:28]([I:31])=[CH:27][C:26]=2[F:32])=[O:14])[CH2:10]1)(C)(C)C.FC(F)(F)C(O)=O.C(=O)([O-])[O-].[Na+].[Na+]>C(Cl)Cl.O>[NH2:7][CH2:8][CH:9]1[CH2:10][N:11]([C:13]([C:15]2[C:23]3[C:18](=[N:19][CH:20]=[CH:21][CH:22]=3)[S:17][C:16]=2[NH:24][C:25]2[CH:30]=[CH:29][C:28]([I:31])=[CH:27][C:26]=2[F:32])=[O:14])[CH2:12]1 |f:2.3.4|. Procedure: A solution of Example 28 (65 mg, 0.11 mmol) in DCM (7 mL) was treated with trifluoroacetic acid (3 mL) and stirred for 1 h at r.t. The reaction mixture was concentrated in vacuo to give a yellow gum, which was dissolved in water (25 mL) and basified to pH 10 with sodium carbonate. The aqueous solution was extracted with 5% methanol in DCM (4×25 mL), and the extracts combined, then dried (Na2SO4), filtered and concentrated in vacuo. The crude product was subjected to column chromatography (SiO2, ... Starting materials: N-methyltriazoles, [H-].[Na+] (sodium hydride), ice water, FC1=C(C=CC=C1)C1=NNC(=N1)C1=C(C=CC=C1)C(F)(F)F (3-(o-fluorophenyl)-5-(o-trifluoromethyl-phenyl)-1H-1,2,4-triazole), CI (methyl iodide). Run in CN(C=O)C (N,N-dimethylformamide), CN(C=O)C (N,N-dimethylformamide). Reaction conditions: time 10 minute. Yields the product FC1=C(C=CC=C1)C1=NC(=NN1C)C1=C(C=CC=C1)C(F)(F)F (5-(o-fluorophenyl)-1-methyl-3-(o-trifluoromethyl-phenyl)-1H-1,2,4-triazole). As a reaction SMILES: [H-].[Na+].[F:3][C:4]1[CH:9]=[CH:8][CH:7]=[CH:6][C:5]=1[C:10]1[N:14]=[C:13]([C:15]2[CH:20]=[CH:19][CH:18]=[CH:17][C:16]=2[C:21]([F:24])([F:23])[F:22])[NH:12][N:11]=1.[CH3:25]I>CN(C)C=O>[F:3][C:4]1[CH:9]=[CH:8][CH:7]=[CH:6][C:5]=1[C:10]1[N:11]([CH3:25])[N:12]=[C:13]([C:15]2[CH:20]=[CH:19][CH:18]=[CH:17][C:16]=2[C:21]([F:24])([F:22])[F:23])[N:14]=1 |f:0.1|. Reported procedure: 0.19 g of sodium hydride is placed in 10 ml of N,N-dimethylformamide. A solution of 2.3 g of 3-(o-fluorophenyl)-5-(o-trifluoromethyl-phenyl)-1H-1,2,4-triazole in 15 ml of N,N-dimethylformamide is allowed to drop in while stirring during 10 minutes. After stirring for a further 45 minutes the solution, which has meanwhile become brown, is treated dropwise with 1.17 g of methyl iodide while cooling with ice. The reaction mixture is stirred for a further one hour and thereafter poured on to ice-wat...